describe an organic reaction: reactants, conditions, products, and yield From a dataset of the Open Reaction Database (ORD), a public repository of structured organic reaction records. The reactants are C(C)N(C(=O)C1=C(C=CC=C1)S(=O)C=1[C@@H]([C@H]2N(C1C(=O)OCC1=CC=C(C=C1)[N+](=O)[O-])C([C@@H]2[C@@H](C)O)=O)C)CC (4-nitrobenzyl (1R,5S,6S)-2-(2-diethylcarbamoylphenylsulfinyl)-1-methyl-6-[1(R)-hydroxyethyl]-1-carbapen-2-em-3-carboxylate), SC1CC(NC1)=O (4-mercapto-2-oxopyrrolidine). The product is O=C1CC(CN1)SC=1[C@@H]([C@H]2N(C1C(=O)OCC1=CC=C(C=C1)[N+](=O)[O-])C([C@@H]2[C@@H](C)O)=O)C (4-Nitrobenzyl (1R,5S,6S)-2-[(RS)-5-oxo-3-pyrrolidinylthio]-6-[1(R)-hydroxyethyl]-1-methyl-1-carbapen-2-em-3-carboxylate). The yield is 59.0%. Reaction SMILES: C([N:3]([CH2:39]C)[C:4]([C:6]1C=CC=C[C:7]=1[S:12]([C:14]1[C@H:15]([CH3:38])[C@@H:16]2[C@@H:33]([C@H:34]([OH:36])[CH3:35])[C:32](=[O:37])[N:17]2[C:18]=1[C:19]([O:21][CH2:22][C:23]1[CH:28]=[CH:27][C:26]([N+:29]([O-:31])=[O:30])=[CH:25][CH:24]=1)=[O:20])=O)=[O:5])C.SC1CNC(=O)C1>>[O:5]=[C:4]1[NH:3][CH2:39][CH:7]([S:12][C:14]2[C@H:15]([CH3:38])[C@@H:16]3[C@@H:33]([C@H:34]([OH:36])[CH3:35])[C:32](=[O:37])[N:17]3[C:18]=2[C:19]([O:21][CH2:22][C:23]2[CH:28]=[CH:27][C:26]([N+:29]([O-:31])=[O:30])=[CH:25][CH:24]=2)=[O:20])[CH2:6]1. Procedure details: Following a procedure similar to that described in Example 27(b), but using 4-nitrobenzyl (1R,5S,6S)-2-(2-diethylcarbamoylphenylsulfinyl)-1-methyl-6-[1(R)-hydroxyethyl]-1-carbapen-2-em-3-carboxylate [prepared as described in Example 27(a)] and 4-mercapto-2-oxopyrrolidine as starting materials, in relative proportions similar to those used in that Example, the title compound was obtained as a powder in a yield of 59%. Reactants: CC(C)(C)OC(=O)NCC(=O)O, CCN=C=NCCCN(C)C, CN(C)c1ccncc1, ClCCl, Cc1c(C(=O)OCc2ccccc2)c(=O)n(-c2ccccc2)n1CC(C)O. Product: Cc1c(C(=O)OCc2ccccc2)c(=O)n(-c2ccccc2)n1CC(C)OC(=O)CNC(=O)OC(C)(C)C. As a reaction SMILES: [C:28](=[O:29])([O:30][C:31]([CH3:32])([CH3:33])[CH3:34])[NH:35][CH2:36][C:37](=[O:38])[OH:39].[CH3:40][CH2:41][N:42]=[C:43]=[N:44][CH2:45][CH2:46][CH2:47][N:48]([CH3:49])[CH3:50].[CH3:51][N:52]([c:53]1[cH:54][cH:55][n:56][cH:57][cH:58]1)[CH3:59].[Cl:60][CH2:61][Cl:62].[OH:1][CH:2]([CH2:3][n:4]1[n:5](-[c:21]2[cH:22][cH:23][cH:24][cH:25][cH:26]2)[c:6](=[O:20])[c:7]([C:10](=[O:11])[O:12][CH2:13][c:14]2[cH:15][cH:16][cH:17][cH:18][cH:19]2)[c:8]1[CH3:9])[CH3:27]>>[O:1]([CH:2]([CH2:3][n:4]1[n:5](-[c:21]2[cH:22][cH:23][cH:24][cH:25][cH:26]2)[c:6](=[O:20])[c:7]([C:10](=[O:11])[O:12][CH2:13][c:14]2[cH:15][cH:16][cH:17][cH:18][cH:19]2)[c:8]1[CH3:9])[CH3:27])[C:37]([CH2:36][NH:35][C:28](=[O:29])[O:30][C:31]([CH3:32])([CH3:33])[CH3:34])=[O:38]. Starting materials: BrC1=C(CNCC)C=C(C=C1)C(F)(F)F ((2-Bromo-5-trifluoromethyl-benzyl)-ethyl-amine), ClC(=O)OCC1=CC=CC=C1 (benzyl chloroformate). Yields the product C(C1=CC=CC=C1)OC(N(CC)CC1=C(C=CC(=C1)C(F)(F)F)Br)=O ((2-bromo-5-trifluoromethyl-benzyl)-ethyl-carbamic acid benzyl ester). Reaction SMILES: [Br:1][C:2]1[CH:11]=[CH:10][C:9]([C:12]([F:15])([F:14])[F:13])=[CH:8][C:3]=1[CH2:4][NH:5][CH2:6][CH3:7].Cl[C:17]([O:19][CH2:20][C:21]1[CH:26]=[CH:25][CH:24]=[CH:23][CH:22]=1)=[O:18]>>[CH2:20]([O:19][C:17](=[O:18])[N:5]([CH2:4][C:3]1[CH:8]=[C:9]([C:12]([F:13])([F:14])[F:15])[CH:10]=[CH:11][C:2]=1[Br:1])[CH2:6][CH3:7])[C:21]1[CH:26]=[CH:25][CH:24]=[CH:23][CH:22]=1. Procedure details: (2-Bromo-5-trifluoromethyl-benzyl)-ethyl-amine and benzyl chloroformate were reacted as described in Example 5, Step 4 to provide (2-bromo-5-trifluoromethyl-benzyl)-ethyl-carbamic acid benzyl ester.